Dataset: the Open Reaction Database (ORD), a public repository of structured organic reaction records. Task: describe an organic reaction: reactants, conditions, products, and yield Reactants: FC1=C(C=CC(=C1)F)[C@@]1(O[C@@H]1C)CN1N=CN=C1 ((2R*,3R*)-2-(2,4-difluorophenyl)-3-methyl-2-[(1H-1,2,4-triazol-1-yl)methyl]oxirane), SCCCO (3-mercaptopropanol). Yield: 61.5%. RXN SMILES: [F:1][C:2]1[CH:7]=[C:6]([F:8])[CH:5]=[CH:4][C:3]=1[C@@:9]1([CH2:13][N:14]2[CH:18]=[N:17][CH:16]=[N:15]2)[C@@H:11]([CH3:12])[O:10]1.[SH:19][CH2:20][CH2:21][CH2:22][OH:23]>>[F:1][C:2]1[CH:7]=[C:6]([F:8])[CH:5]=[CH:4][C:3]=1[C@:9]([OH:10])([C@H:11]([S:19][CH2:20][CH2:21][CH2:22][OH:23])[CH3:12])[CH2:13][N:14]1[CH:18]=[N:17][CH:16]=[N:15]1. Procedure details: Following a procedure similar to that described in Example 1, but using 50 mg of (2R*,3R*)-2-(2,4-difluorophenyl)-3-methyl-2-[(1H-1,2,4-triazol-1-yl)methyl]oxirane [prepared as described in Chem. Pharm. Bull., 38, 2476 (1990), Oida et al.] and 54 mg of 3-mercaptopropanol, 42 mg of the title compound, melting at 119°-120° C. (after recrystallization from a mixture of ethyl acetate and benzene), were obtained. Product: FC1=C(C=CC(=C1)F)[C@@](CN1N=CN=C1)([C@@H](C)SCCCO)O ((2R*,3R*)-2-(2,4-Difluorophenyl)-3-[(3-hydroxypropyl)thio]-1-(1H-1,2,4-triazol-1-yl)-2-butanol).